Dataset: the Open Reaction Database (ORD), a public repository of structured organic reaction records. Task: describe an organic reaction: reactants, conditions, products, and yield Starting materials: CC(C)(C)OC(=O)NC(CSC(C[N+](=O)[O-])c1ccsc1)C(=O)O, [H][H]. The product is CC(C)(C)OC(=O)NC(CSC(CN)c1ccsc1)C(=O)O. RXN SMILES: [C:1]([CH3:2])([CH3:3])([CH3:4])[O:5][C:6](=[O:7])[NH:8][CH:9]([CH2:10][S:11][CH:12]([CH2:13][N+:14]([O-:15])=[O:16])[c:17]1[cH:18][s:19][cH:20][cH:21]1)[C:22](=[O:23])[OH:24].[H:25][H:26]>>[C:1]([CH3:2])([CH3:3])([CH3:4])[O:5][C:6](=[O:7])[NH:8][CH:9]([CH2:10][S:11][CH:12]([CH2:13][NH2:14])[c:17]1[cH:18][s:19][cH:20][cH:21]1)[C:22](=[O:23])[OH:24]. Starting materials: ClC=1C=C(C=CC1Cl)[C@H](CC=O)[C@H]1N(C(C2=CC=CC=C12)=O)C ((3S)-3-(3,4-Dichlorophenyl)-3-((1R)-2-methyl-3-oxo-2,3-dihydro-1H-isoindol-1-yl)propionaldehyde), O=C1N(CCCC1)C1CCNCC1 (4-(2-oxopiperidino)piperidine). Product: Cl.ClC=1C=C(C=CC1Cl)[C@H](CCN1CCC(CC1)N1C(CCCC1)=O)[C@H]1N(C(C2=CC=CC=C12)=O)C ((3R)-3-[(1S)-1-(3,4-Dichlorophenyl)-3-(4-(2-oxo-piperidino)piperidino)propyl]-2-methyl-2,3-dihydroisoindol-1-one hydrochloride). Isolated yield 108.2%. As a reaction SMILES: [Cl:1][C:2]1[CH:3]=[C:4]([C@@H:9]([C@@H:13]2[C:21]3[C:16](=[CH:17][CH:18]=[CH:19][CH:20]=3)[C:15](=[O:22])[N:14]2[CH3:23])[CH2:10][CH:11]=O)[CH:5]=[CH:6][C:7]=1[Cl:8].[O:24]=[C:25]1[CH2:30][CH2:29][CH2:28][CH2:27][N:26]1[CH:31]1[CH2:36][CH2:35][NH:34][CH2:33][CH2:32]1>>[ClH:1].[Cl:1][C:2]1[CH:3]=[C:4]([C@@H:9]([C@@H:13]2[C:21]3[C:16](=[CH:17][CH:18]=[CH:19][CH:20]=3)[C:15](=[O:22])[N:14]2[CH3:23])[CH2:10][CH2:11][N:34]2[CH2:33][CH2:32][CH:31]([N:26]3[CH2:27][CH2:28][CH2:29][CH2:30][C:25]3=[O:24])[CH2:36][CH2:35]2)[CH:5]=[CH:6][C:7]=1[Cl:8] |f:2.3|. Reported procedure: A solution of (3S)-3-(3,4-Dichlorophenyl)-3-((1R)-2-methyl-3-oxo-2,3-dihydro-1H-isoindol-1-yl)propionaldehyde (0.596 g) was treated with 4-(2-oxopiperidino)piperidine (0.311 g) as described in Example 8. The resulting material was not purified by chromatography but was transformed into the hydrochloride to afford the title compound (0.51 g); [α]D =28° (c=1.0 Ethanol); mp 150°-160° C. (dec); MS: m/z=514(M+1); NMR(CD3SOCD3): 1.69 (broad,5), 2.23 (broad,3), 3.06 (s,3), 4.57 (m,1), 4.87 (d,1, J=3.7)...